Task: describe an organic reaction: reactants, conditions, products, and yield. Dataset: the Open Reaction Database (ORD), a public repository of structured organic reaction records Reactants: Cl.CON (O-methylhydroxylamine hydrochloride), N1=CC=CC=C1 (pyridine), C(C)(C)(C)OC(=O)N[C@H]1[C@H](CC(CC1)=O)NC(=O)OC(C)(C)C (cis-N1,N2-Bis(tert-butoxycarbonyl)-4-oxo-1,2-cyclohexanediamine). The solvent is CO (methanol). Run at time 17 hour. Yields the product C(C)(C)(C)OC(=O)N[C@H]1[C@H](CC(CC1)=NOC)NC(=O)OC(C)(C)C ((±)-cis-N1,N2-Bis(tert-butoxycarbonyl)-4-methoxyimino-1,2-cyclohexanediamine). Isolated yield 93.1%. Reaction SMILES: [C:1]([O:5][C:6]([NH:8][C@@H:9]1[CH2:14][CH2:13][C:12](=O)[CH2:11][C@@H:10]1[NH:16][C:17]([O:19][C:20]([CH3:23])([CH3:22])[CH3:21])=[O:18])=[O:7])([CH3:4])([CH3:3])[CH3:2].Cl.[CH3:25][O:26][NH2:27].N1C=CC=CC=1>CO>[C:1]([O:5][C:6]([NH:8][C@@H:9]1[CH2:14][CH2:13][C:12](=[N:27][O:26][CH3:25])[CH2:11][C@@H:10]1[NH:16][C:17]([O:19][C:20]([CH3:23])([CH3:22])[CH3:21])=[O:18])=[O:7])([CH3:4])([CH3:3])[CH3:2] |f:1.2|. Reported procedure: cis-N1,N2-Bis(tert-butoxycarbonyl)-4-oxo-1,2-cyclohexanediamine (1.5 g) was dissolved in methanol (30 ml), and O-methylhydroxylamine hydrochloride (572 mg) and pyridine (737 ml) were added to stir the mixture at room temperature for 17 hours. After the reaction mixture was concentrated, water was added to conduct extraction with ethyl acetate. The resultant organic layer was washed with saturated saline and then dried over anhydrous sodium sulfate. The solvent was distilled off under reduced pre... Reactants: COC1=C(C=C(C=C1)[N+](=O)[O-])C1CN(CC1)C(CC)=O (1-[3-(2-Methoxy-5-nitro-phenyl)-pyrrolidin-1-yl]-propan-1-one), stannous dichloride. Run in CO (methanol). Conditions: time 2 hour. Product: COC1=C(C=C(C=C1)N)C1CN(CC1)C(CC)=O (1-[3-(2-Methoxy-5-amino-phenyl)-pyrrolidin-1-yl]-propan-1-one). Yield: 58.1%. Reaction SMILES: [CH3:1][O:2][C:3]1[CH:8]=[CH:7][C:6]([N+:9]([O-])=O)=[CH:5][C:4]=1[CH:12]1[CH2:16][CH2:15][N:14]([C:17](=[O:20])[CH2:18][CH3:19])[CH2:13]1>CO>[CH3:1][O:2][C:3]1[CH:8]=[CH:7][C:6]([NH2:9])=[CH:5][C:4]=1[CH:12]1[CH2:16][CH2:15][N:14]([C:17](=[O:20])[CH2:18][CH3:19])[CH2:13]1. Procedure details: 1-[3-(2-Methoxy-5-nitro-phenyl)-pyrrolidin-1-yl]-propan-1-one (0.85 g; 3.05 mmol) were dissolved in 50 ml methanol. 3.65 g of stannous dichloride (16.18 mmol) were added and the reaction mixture was stirred for 2 h under refluxing conditions. When the starting material was consumed, the solvent was evaporated under reduced pressure and the residue was treated with a mixture of 1 N aqueous NaOH/ethyl acetate and filtered. Phases were separated, the aqueous phase was extracted with ethyl acetate a... Starting materials: SCCC(=O)OC (Methyl 3-mercaptopropanoate), BrC=1C=C(C(=NC1)NC=1SC=C(N1)CC1CCN(CC1)C(=O)OC(C)(C)C)OC1=CC=CC=C1 (tert-butyl 4-((2-(5-bromo-3-phenoxypyridin-2-ylamino)thiazol-4-yl)methyl)piperidine-1-carboxylate), C(C)N(C(C)C)C(C)C (N-ethyl-N-isopropylpropan-2-amine), C1(=CC=CC=C1)P(C1=CC=CC=2C(C3=CC=CC(=C3OC12)P(C1=CC=CC=C1)C1=CC=CC=C1)(CC)CC)C1=CC=CC=C1 (4,5-bis(diphenylphosphino)-9,9-diethyl-9H-xanthene). Reagents/catalysts: C=1C=CC(=CC1)/C=C/C(=O)/C=C/C2=CC=CC=C2.C=1C=CC(=CC1)/C=C/C(=O)/C=C/C2=CC=CC=C2.C=1C=CC(=CC1)/C=C/C(=O)/C=C/C2=CC=CC=C2.[Pd].[Pd] (Pd2dba3). Run in C(C)(=O)OCC (ethyl acetate), O1CCOCC1 (dioxane). Run at temperature 95 celsius. The product is COC(CCSC=1C=C(C(=NC1)NC=1SC=C(N1)CC1CCN(CC1)C(=O)OC(C)(C)C)OC1=CC=CC=C1)=O (tert-butyl 4-((2-(5-(3-methoxy-3-oxopropylthio)-3-phenoxypyridin-2-ylamino)thiazol-4-yl)methyl)piperidine-1-carboxylate). Yield: 94.4%. RXN SMILES: Br[C:2]1[CH:3]=[C:4]([O:28][C:29]2[CH:34]=[CH:33][CH:32]=[CH:31][CH:30]=2)[C:5]([NH:8][C:9]2[S:10][CH:11]=[C:12]([CH2:14][CH:15]3[CH2:20][CH2:19][N:18]([C:21]([O:23][C:24]([CH3:27])([CH3:26])[CH3:25])=[O:22])[CH2:17][CH2:16]3)[N:13]=2)=[N:6][CH:7]=1.C(N(C(C)C)C(C)C)C.C1(P(C2C=CC=CC=2)C2C3OC4C(=CC=CC=4P(C4C=CC=CC=4)C4C=CC=CC=4)C(CC)(CC)C=3C=CC=2)C=CC=CC=1.[SH:88][CH2:89][CH2:90][C:91]([O:93][CH3:94])=[O:92]>C1C=CC(/C=C/C(/C=C/C2C=CC=CC=2)=O)=CC=1.C1C=CC(/C=C/C(/C=C/C2C=CC=CC=2)=O)=CC=1.C1C=CC(/C=C/C(/C=C/C2C=CC=CC=2)=O)=CC=1.[Pd].[Pd].C(OCC)(=O)C.O1CCOCC1>[CH3:94][O:93][C:91](=[O:92])[CH2:90][CH2:89][S:88][C:2]1[CH:3]=[C:4]([O:28][C:29]2[CH:34]=[CH:33][CH:32]=[CH:31][CH:30]=2)[C:5]([NH:8][C:9]2[S:10][CH:11]=[C:12]([CH2:14][CH:15]3[CH2:20][CH2:19][N:18]([C:21]([O:23][C:24]([CH3:27])([CH3:26])[CH3:25])=[O:22])[CH2:17][CH2:16]3)[N:13]=2)=[N:6][CH:7]=1 |f:4.5.6.7.8|. Procedure: The atmosphere above a mixture of tert-butyl 4-((2-(5-bromo-3-phenoxypyridin-2-ylamino)thiazol-4-yl)methyl)piperidine-1-carboxylate (1.52 g, 2.79 mmol), N-ethyl-N-isopropylpropan-2-amine (0.971 mL, 5.57 mmol), 4,5-bis(diphenylphosphino)-9,9-diethyl-9H-xanthene (0.161 g, 0.279 mmol), and dioxane (25 mL) was purged with nitrogen. Methyl 3-mercaptopropanoate (0.332 mL, 3.07 mmol) and Pd2dba3 (0.128 g, 0.139 mmol) were added, and the reaction was heated at 95° C. overnight. The reaction was cooled t... Starting materials: O (water), Cl.ClC=1C=CC(=C(OCC2CCNCC2)C1)OC (4-[(5-chloro-2-methoxyphenoxy)methyl]piperidine hydrochloride), BrCCCNC(C1=CC=CC=C1)(C1=CC=CC=C1)C1=CC=CC=C1 (3-bromo-N-(triphenylmethyl)propanamine), C(=O)([O-])[O-].[K+].[K+] (K2CO3). The solvent is CN(C)C=O (DMF). Yields the product ClC=1C=CC(=C(OCC2CCN(CC2)CCCNC(C2=CC=CC=C2)(C2=CC=CC=C2)C2=CC=CC=C2)C1)OC (4-[(5-Chloro-2-methoxyphenoxy)methyl]-N-(triphenylmethyl)-1-piperidinepropanamine). RXN SMILES: Cl.[Cl:2][C:3]1[CH:4]=[CH:5][C:6]([O:17][CH3:18])=[C:7]([CH:16]=1)[O:8][CH2:9][CH:10]1[CH2:15][CH2:14][NH:13][CH2:12][CH2:11]1.Br[CH2:20][CH2:21][CH2:22][NH:23][C:24]([C:37]1[CH:42]=[CH:41][CH:40]=[CH:39][CH:38]=1)([C:31]1[CH:36]=[CH:35][CH:34]=[CH:33][CH:32]=1)[C:25]1[CH:30]=[CH:29][CH:28]=[CH:27][CH:26]=1.C([O-])([O-])=O.[K+].[K+].O>CN(C=O)C>[Cl:2][C:3]1[CH:4]=[CH:5][C:6]([O:17][CH3:18])=[C:7]([CH:16]=1)[O:8][CH2:9][CH:10]1[CH2:15][CH2:14][N:13]([CH2:20][CH2:21][CH2:22][NH:23][C:24]([C:37]2[CH:42]=[CH:41][CH:40]=[CH:39][CH:38]=2)([C:25]2[CH:26]=[CH:27][CH:28]=[CH:29][CH:30]=2)[C:31]2[CH:36]=[CH:35][CH:34]=[CH:33][CH:32]=2)[CH2:12][CH2:11]1 |f:0.1,3.4.5|. Reported procedure: 5.85 g (0.020 mol) of 4-[(5-chloro-2-methoxyphenoxy)methyl]piperidine hydrochloride, 8.37 g (0.022 mol) of 3-bromo-N-(triphenylmethyl)propanamine and 6.91 g (0.050 mol) of K2CO3 in 50 ml of DMF are reacted. The reaction mixture is heated to 95°-100° C. It is cooled to room temperature, poured into 150 ml of water and extracted 3 times with ethyl acetate. The organic phases are combined, washed with water, dried over MgSO4, filtered and evaporated. The product is obtained after chromatography. Starting materials: [OH-].[Na+] (NaOH), O (water), CC1C[C@@H]2[C@@H]([C@H]3CO[C@@H](N3C2=O)C2=CC=CC=C2)C1 ((1R,3aS,3bS,6aR)-5-methyl-1-phenyl-hexahydro-2-oxa-7a-aza-cyclopenta[a]pentalen-7-one), [H-].[H-].[H-].[H-].[Li+].[Al+3] (LAH), O (water). Run in C(Cl)Cl.CO (DCM MeOH), C1CCOC1 (THF). Run at temperature 0 celsius. Product: C(C1=CC=CC=C1)N1[C@@H]([C@H]2CC(C[C@H]2C1)C)CO ((1S,2S,5R)-3-benzyl-2-hydroxymethyl-7-methyl-3-aza-bicyclo[3.3.0]-octane). As a reaction SMILES: [CH3:1][CH:2]1[CH2:19][C@@H:5]2[C@@H:6]3[N:10]([C:11](=O)[C@@H:4]2[CH2:3]1)[C@@H:9]([C:13]1[CH:18]=[CH:17][CH:16]=[CH:15][CH:14]=1)[O:8][CH2:7]3.[H-].[H-].[H-].[H-].[Li+].[Al+3].O.[OH-].[Na+]>C1COCC1.C(Cl)Cl.CO>[CH2:9]([N:10]1[CH2:11][C@H:4]2[C@H:5]([CH2:19][CH:2]([CH3:1])[CH2:3]2)[C@H:6]1[CH2:7][OH:8])[C:13]1[CH:14]=[CH:15][CH:16]=[CH:17][CH:18]=1 |f:1.2.3.4.5.6,8.9,11.12|. Procedure: To a cold (0° C.) solution of (1R,3aS,3bS,6aR)-5-methyl-1-phenyl-hexahydro-2-oxa-7a-aza-cyclopenta[a]pentalen-7-one (470 mg) in anh. THF (7 mL) was added LAH (160 mg, 2.3 eq) in small portion. The mixture then refluxed for 6 h before cooled to 0° C. To the reaction mixture were carefully added water (0.3 mL), aqueous NaOH solution (15%) (0.9 mL) and water (0.3 mL). The resulting solid was removed by filtration and the filtrate was concentrated in to yield a crude oil. FC (DCM/MeOH: 97/3 to 93/7)...